Dataset: the Open Reaction Database (ORD), a public repository of structured organic reaction records. Task: describe an organic reaction: reactants, conditions, products, and yield The yield is 98.4%. Run at temperature 95 celsius, time 30 minute. Procedure: 3-Chloro-10,11-dihydro-5H-dibenz[b,f]azepine (3.82 g, 16.6 mmol) was dissolved in toluene (20 ml). A solution of 3-chloropropionylchloride (2.53 g, 19.9 mmol) in toluene was added dropwise, and the resulting mixture was heated to 95° C. and stirred at that temperature for 30 minutes. The mixture was stirred overnight at room temperature. Further 3-chloropropionylchloride (2.53 g, 19.9 mmol) was added and the mixture was stirred at 95° C. for 1.5 h. After cooling, 0.2 M sodium hydroxide (10 ml) w... Yields the product ClCCC(=O)N1C2=C(CCC3=C1C=CC=C3)C=CC(=C2)Cl (3-chloro-1-(3-chloro-10,11-dihydro-5H-dibenz[b,f]azepin-5-yl)-1-propanone). The reactants are ClCCC(=O)Cl (3-chloropropionylchloride), [OH-].[Na+] (sodium hydroxide), ClC=1C=CC2=C(NC3=C(CC2)C=CC=C3)C1 (3-Chloro-10,11-dihydro-5H-dibenz[b,f]azepine), ClCCC(=O)Cl (3-chloropropionylchloride). Reaction SMILES: [Cl:1][C:2]1[CH:3]=[CH:4][C:5]2[CH2:11][CH2:10][C:9]3[CH:12]=[CH:13][CH:14]=[CH:15][C:8]=3[NH:7][C:6]=2[CH:16]=1.[Cl:17][CH2:18][CH2:19][C:20](Cl)=[O:21].[OH-].[Na+]>C1(C)C=CC=CC=1>[Cl:17][CH2:18][CH2:19][C:20]([N:7]1[C:8]2[CH:15]=[CH:14][CH:13]=[CH:12][C:9]=2[CH2:10][CH2:11][C:5]2[CH:4]=[CH:3][C:2]([Cl:1])=[CH:16][C:6]1=2)=[O:21] |f:2.3|. Run in C1(=CC=CC=C1)C (toluene), C1(=CC=CC=C1)C (toluene). Starting materials: ClC1=C(C(=O)NC2=CC=C(C(=O)Cl)C=C2)C=C(C=C1)Cl (4-[(2,5-dichlorobenzoyl)amino]benzoyl chloride), N1=CN=CC=2CCNC3=C(C21)C=CC=C3 (5,6-dihydro-7H-pyrimido-[5,4-d][1]benzazepine). The solvent is N1=CC=CC=C1 (pyridine). Product: N1=CN=CC=2CCN(C3=C(C21)C=CC=C3)C(=O)C3=CC=C(C=C3)NC(C3=C(C=CC(=C3)Cl)Cl)=O (N-[4-[(5,6-Dihydro-7H-pyrimido[5,4-d][1]benzazepin-7-yl) carbonyl]phenyl]-2,5-dichlorobenzamide). Reaction SMILES: [Cl:1][C:2]1[CH:19]=[CH:18][C:17]([Cl:20])=[CH:16][C:3]=1[C:4]([NH:6][C:7]1[CH:15]=[CH:14][C:10]([C:11](Cl)=[O:12])=[CH:9][CH:8]=1)=[O:5].[N:21]1[C:31]2[C:30]3[CH:32]=[CH:33][CH:34]=[CH:35][C:29]=3[NH:28][CH2:27][CH2:26][C:25]=2[CH:24]=[N:23][CH:22]=1>N1C=CC=CC=1>[N:21]1[C:31]2[C:30]3[CH:32]=[CH:33][CH:34]=[CH:35][C:29]=3[N:28]([C:11]([C:10]3[CH:14]=[CH:15][C:7]([NH:6][C:4](=[O:5])[C:3]4[CH:16]=[C:17]([Cl:20])[CH:18]=[CH:19][C:2]=4[Cl:1])=[CH:8][CH:9]=3)=[O:12])[CH2:27][CH2:26][C:25]=2[CH:24]=[N:23][CH:22]=1. Reported procedure: As described for Example 1, 5 mmol of 4-[(2,5-dichlorobenzoyl)amino]benzoyl chloride is reacted with 5 mmol of 5,6-dihydro-7H-pyrimido-[5,4-d][1]benzazepine in pyridine to give the product as a solid.